Dataset: the Open Reaction Database (ORD), a public repository of structured organic reaction records. Task: describe an organic reaction: reactants, conditions, products, and yield Procedure: To a stirred mixture of 18.3 parts of 4-(4-fluoro-2-nitrophenoxy)cyclohexanol, 6.23 parts of pyridine and 135 parts of trichloromethane were added dropwise, during a 10 minutes period, 9 parts of methanesulfonyl chloride. Upon completion, stirring was continued overnight at room temperature. The whole was further stirred and refluxed for 2 hours. The reaction mixture was evaporated and the residue was stirred in water. The product was extracted with trichloromethane. The extract was dried, filte... Run in ClC(Cl)Cl (trichloromethane). Product: CS(=O)(=O)OC1CCC(CC1)OC1=C(C=C(C=C1)F)[N+](=O)[O-] (4-(4-fluoro-2-nitrophenoxy)cyclohexanol methanesulfonate). Reaction SMILES: [F:1][C:2]1[CH:15]=[CH:14][C:5]([O:6][CH:7]2[CH2:12][CH2:11][CH:10]([OH:13])[CH2:9][CH2:8]2)=[C:4]([N+:16]([O-:18])=[O:17])[CH:3]=1.N1C=CC=CC=1.[CH3:25][S:26](Cl)(=[O:28])=[O:27]>ClC(Cl)Cl>[CH3:25][S:26]([O:13][CH:10]1[CH2:11][CH2:12][CH:7]([O:6][C:5]2[CH:14]=[CH:15][C:2]([F:1])=[CH:3][C:4]=2[N+:16]([O-:18])=[O:17])[CH2:8][CH2:9]1)(=[O:28])=[O:27]. Run at time 8 hour. The reactants are CS(=O)(=O)Cl (methanesulfonyl chloride), 18.3, FC1=CC(=C(OC2CCC(CC2)O)C=C1)[N+](=O)[O-] (4-(4-fluoro-2-nitrophenoxy)cyclohexanol), N1=CC=CC=C1 (pyridine). Reactants: C1(=O)OC(=CC2=CC=CC=C12)C(=O)O (Isocoumarin -3- carboxylic acid), N (ammonia). Run in C(C)O (ethanol). Run at time 24 hour. Product: C1(=O)NC(=CC2=CC=CC=C12)C(=O)O (Isocarbostyril -3- carboxylic acid). As a reaction SMILES: [C:1]1([C:11]2[C:6](=[CH:7][CH:8]=[CH:9][CH:10]=2)[CH:5]=[C:4]([C:12]([OH:14])=[O:13])O1)=[O:2].[NH3:15]>C(O)C>[C:1]1([C:11]2[C:6](=[CH:7][CH:8]=[CH:9][CH:10]=2)[CH:5]=[C:4]([C:12]([OH:14])=[O:13])[NH:15]1)=[O:2]. Procedure details: Isocoumarin -3- carboxylic acid (1.40g.) was added to a solution of ammonia (d. 0.88, 10ml.) in ethanol (40ml.) at 0° and allowed to stand for 24 hours. After removal of solvent in vacuo, 6N hydrochloric acid (70ml.) was added and allowed to stand for 1 hour at 0°. Filtration gave the product as a white solid, mp. 327°-330° (lit mp. 326°-8°), (Found: C, 62.91; H, 3.69; N, 7.46. C10H7NO3 requires C, 63.49; H, 3.73; N, 7.40). Reactants: CO, N, O=C1COC(=O)N1CCC1CCN(c2ccc3ccccc3n2)CC1. The product is NC(=O)COC(=O)NCCC1CCN(c2ccc3ccccc3n2)CC1. Reaction SMILES: [CH3:27][OH:28].[NH3:26].[n:1]1[c:2]([N:11]2[CH2:12][CH2:13][CH:14]([CH2:17][CH2:18][N:19]3[C:20](=[O:25])[O:21][CH2:22][C:23]3=[O:24])[CH2:15][CH2:16]2)[cH:3][cH:4][c:5]2[cH:6][cH:7][cH:8][cH:9][c:10]12>>[n:1]1[c:2]([N:11]2[CH2:12][CH2:13][CH:14]([CH2:17][CH2:18][NH:19][C:20]([O:21][CH2:22][C:23](=[O:24])[NH2:26])=[O:25])[CH2:15][CH2:16]2)[cH:3][cH:4][c:5]2[cH:6][cH:7][cH:8][cH:9][c:10]12. The reactants are CCOC(=O)Cc1cc(Cl)cc(Oc2ccc(Br)cc2CBr)c1, C1COCCO1, [H-], [Na+], O=C1NCCO1. Yields the product CCOC(=O)Cc1cc(Cl)cc(Oc2ccc(Br)cc2CN2CCOC2=O)c1. As a reaction SMILES: [CH2:1]([CH3:2])[O:3][C:4]([CH2:5][c:6]1[cH:7][c:8]([O:13][c:14]2[c:15]([CH2:21][Br:22])[cH:16][c:17]([Br:20])[cH:18][cH:19]2)[cH:9][c:10]([Cl:12])[cH:11]1)=[O:23].[CH2:32]1[O:33][CH2:34][CH2:35][O:36][CH2:37]1.[H-:30].[Na+:31].[O:24]1[C:25](=[O:29])[NH:26][CH2:27][CH2:28]1>>[CH2:1]([CH3:2])[O:3][C:4]([CH2:5][c:6]1[cH:7][c:8]([O:13][c:14]2[c:15]([CH2:21][N:26]3[C:25](=[O:29])[O:24][CH2:28][CH2:27]3)[cH:16][c:17]([Br:20])[cH:18][cH:19]2)[cH:9][c:10]([Cl:12])[cH:11]1)=[O:23].